Dataset: the Open Reaction Database (ORD), a public repository of structured organic reaction records. Task: describe an organic reaction: reactants, conditions, products, and yield Starting materials: FC1=CC=C(C=C1)C=1N=C2N(C=CN=C2)C1 (2-(4-fluorophenyl)imidazo[1,2-a]pyrazine), IC1=NC(=NC=C1)SC (4-iodo-2-(methylthio)pyrimidine), C(=O)([O-])[O-].[Cs+].[Cs+] (Cs2CO3), C1(=CC=CC=C1)P(C1=CC=CC=C1)C1=CC=CC=C1 (triphenylphosphine). Reagents/catalysts: C(C)(=O)[O-].[Pd+2].C(C)(=O)[O-] (palladium acetate). The solvent is O (water), CN(C)C=O (DMF). Conditions: temperature 80 celsius. Product: FC1=CC=C(C=C1)C=1N=C2N(C=CN=C2)C1C1=NC(=NC=C1)SC (2-(4-Fluorophenyl)-3-(2-methylsulfanylpyrimidin-4-yl)-imidazo[1,2-a]pyrazine). The yield is 42.0%. As a reaction SMILES: [F:1][C:2]1[CH:7]=[CH:6][C:5]([C:8]2[N:9]=[C:10]3[CH:15]=[N:14][CH:13]=[CH:12][N:11]3[CH:16]=2)=[CH:4][CH:3]=1.I[C:18]1[CH:23]=[CH:22][N:21]=[C:20]([S:24][CH3:25])[N:19]=1.C([O-])([O-])=O.[Cs+].[Cs+].C1(P(C2C=CC=CC=2)C2C=CC=CC=2)C=CC=CC=1>O.C([O-])(=O)C.[Pd+2].C([O-])(=O)C.CN(C=O)C>[F:1][C:2]1[CH:3]=[CH:4][C:5]([C:8]2[N:9]=[C:10]3[CH:15]=[N:14][CH:13]=[CH:12][N:11]3[C:16]=2[C:18]2[CH:23]=[CH:22][N:21]=[C:20]([S:24][CH3:25])[N:19]=2)=[CH:6][CH:7]=1 |f:2.3.4,7.8.9|. Procedure details: A mixture of 2-(4-fluorophenyl)imidazo[1,2-a]pyrazine (Preparation #2, 0.964 g, 4.52 mmol), 4-iodo-2-(methylthio)pyrimidine (Frontier, 2.28 g, 9.04 mmol), Cs2CO3 (2.21 g, 6.78 mmol), triphenylphosphine (0.474 g, 1.84 mmol), palladium acetate (0.203 g, 0.904 mmol), and DMF (10.5 mL) was heated at about 80° C. for about 13 h. The mixture was cooled to ambient temperature, diluted with water, and extracted with EtOAc. The combined organic layers were washed with brine, dried over MgSO4, filtered, a... Reactants: BrC=1C=C2C(=NC1)N(C=C2C2=C(C=CC=C2)OC)COCC[Si](C)(C)C (5-bromo-3-(2-methoxy-phenyl)-1-(2-trimethylsilanyl-ethoxymethyl)-1H-pyrrolo[2,3-b]pyridine), N1[C@H](C(=O)O)CCC1 (proline), C([O-])([O-])=O.[K+].[K+] (potassium carbonate), CN(C(=O)C1CNCC1)C (pyrrolidine-3-carboxylic acid dimethylamide). The reagents and catalysts are [Cu]I (copper(I)-iodide). Product: CN(C(=O)C1CN(CC1)C=1C=C2C(=NC1)N(C=C2C2=C(C=CC=C2)OC)COCC[Si](C)(C)C)C (1-[3-(2-methoxy-phenyl)-1-(2-trimethylsilanyl-ethoxymethyl)-1H-pyrrolo[2,3-b]pyridin-5-yl]-pyrrolidine-3-carboxylic acid dimethylamide). Isolated yield 36.2%. RXN SMILES: Br[C:2]1[CH:3]=[C:4]2[C:10]([C:11]3[CH:16]=[CH:15][CH:14]=[CH:13][C:12]=3[O:17][CH3:18])=[CH:9][N:8]([CH2:19][O:20][CH2:21][CH2:22][Si:23]([CH3:26])([CH3:25])[CH3:24])[C:5]2=[N:6][CH:7]=1.N1CCC[C@H]1C(O)=O.C(=O)([O-])[O-].[K+].[K+].[CH3:41][N:42]([CH3:50])[C:43]([CH:45]1[CH2:49][CH2:48][NH:47][CH2:46]1)=[O:44]>[Cu]I>[CH3:41][N:42]([CH3:50])[C:43]([CH:45]1[CH2:49][CH2:48][N:47]([C:2]2[CH:3]=[C:4]3[C:10]([C:11]4[CH:16]=[CH:15][CH:14]=[CH:13][C:12]=4[O:17][CH3:18])=[CH:9][N:8]([CH2:19][O:20][CH2:21][CH2:22][Si:23]([CH3:26])([CH3:25])[CH3:24])[C:5]3=[N:6][CH:7]=2)[CH2:46]1)=[O:44] |f:2.3.4|. Procedure details: To a microwave reaction vial were added 5-bromo-3-(2-methoxy-phenyl)-1-(2-trimethylsilanyl-ethoxymethyl)-1H-pyrrolo[2,3-b]pyridine (228 mg, 0.53 mmol), copper(I)-iodide (20 mg, 0.11 mmol), proline (24.4 mg, 0.21 mmol), potassium carbonate (220 mg, 1.6 mmol) and pyrrolidine-3-carboxylic acid dimethylamide (150 mg, 1.05 mmol) obtained in step 1. The mixture was flushed with nitrogen, and dimethylsulfoxide (1.5 ml) was added. The mixture was sealed and placed under microwave irradiation at 140° C. ... Starting materials: [Cl-].[NH4+] (ammonium chloride), CI (Methyl iodide), [H-].[Na+] (sodium hydride), C[C@@H]1[C@H]2[C@@H]3CC[C@H]([C@@](C)(O)CC)[C@]3(CC[C@@H]2[C@]2(C=CC(N[C@@H]2C1)=O)C)C (7β-methyl-20-ethyl-20(S)-hydroxy-5α-4-azapregn-1-en-3-one). Solvent: CN(C=O)C (dimethylformamide), O (water). Conditions: time 24 hour. Yields the product CN1[C@@H]2C[C@@H]([C@H]3[C@@H]4CC[C@H]([C@@](C)(O)CC)[C@]4(CC[C@@H]3[C@]2(C=CC1=O)C)C)C (4,7β-dimethyl-20-ethyl-20(S)-hydroxy-5α-4-azapregn-1-en-3-one). The yield is 62.5%. Reaction SMILES: [CH3:1][C@H:2]1[CH2:23][C@@H:22]2[C@:17]([CH3:25])([CH:18]=[CH:19][C:20](=[O:24])[NH:21]2)[C@@H:16]2[C@@H:3]1[C@H:4]1[C@:13]([CH3:26])([CH2:14][CH2:15]2)[C@@H:7]([C@:8]([CH2:11][CH3:12])([OH:10])[CH3:9])[CH2:6][CH2:5]1.[CH3:27]I.[H-].[Na+].[Cl-].[NH4+]>CN(C)C=O.O>[CH3:27][N:21]1[C:20](=[O:24])[CH:19]=[CH:18][C@@:17]2([CH3:25])[C@H:22]1[CH2:23][C@H:2]([CH3:1])[C@@H:3]1[C@@H:16]2[CH2:15][CH2:14][C@@:13]2([CH3:26])[C@H:4]1[CH2:5][CH2:6][C@@H:7]2[C@:8]([CH2:11][CH3:12])([OH:10])[CH3:9] |f:2.3,4.5|. Procedure details: A solution of 46 mg (0.128 mmol) of 7β-methyl-20-ethyl-20(S)-hydroxy-5α-4-azapregn-1-en-3-one (from Example 6) in 5 ml dry dimethylformamide was cooled to 0° C. under N2. Methyl iodide (10 eq, 1.3 mmol) and sodium hydride (2 eq, 25 mmol) were added and the reaction was stirred at RT for 24 hours. Aqueous ammonium chloride was added and the reaction mixture was poured onto 100 ml water and extracted with three 25 ml portions of ethyl acetate. The organic layer was washed with water, brine, dried ... Reactants: COC(=O)c1cc(C2=CCCC2(C)C)c(OC2CCCCO2)cc1F, CO, Cc1ccc(S(=O)(=O)[O-])cc1, c1cc[nH+]cc1. The product is COC(=O)c1cc(C2=CCCC2(C)C)c(O)cc1F. RXN SMILES: [CH3:1][C:2]1([CH3:25])[CH2:3][CH2:4][CH:5]=[C:6]1[c:7]1[c:8]([O:18][CH:19]2[CH2:20][CH2:21][CH2:22][CH2:23][O:24]2)[cH:9][c:10]([F:17])[c:11]([C:12](=[O:13])[O:14][CH3:15])[cH:16]1.[CH3:43][OH:44].[c:26]1([CH3:27])[cH:28][cH:29][c:30]([S:31]([O-:32])(=[O:33])=[O:34])[cH:35][cH:36]1.[nH+:37]1[cH:38][cH:39][cH:40][cH:41][cH:42]1>>[CH3:1][C:2]1([CH3:25])[CH2:3][CH2:4][CH:5]=[C:6]1[c:7]1[c:8]([OH:18])[cH:9][c:10]([F:17])[c:11]([C:12](=[O:13])[O:14][CH3:15])[cH:16]1. Reactants: FC1=CC=C(C=C1)C1=CC=C(C=C1)C(CC=O)C (3-(4'-fluoro-4-biphenylyl)butanal), liquid, N (ammonia). The solvent is CO (methanol). Yields the product OC(CC(C)C1=CC=C(C=C1)C1=CC=C(C=C1)F)N (1-hydroxy-3-(4'-fluoro-4-biphenylyl)butylamine), 3-(4'-fluoro-4-biphenylyl)-butylidene-imine. RXN SMILES: [F:1][C:2]1[CH:7]=[CH:6][C:5]([C:8]2[CH:13]=[CH:12][C:11]([CH:14]([CH3:18])[CH2:15][CH:16]=[O:17])=[CH:10][CH:9]=2)=[CH:4][CH:3]=1.[NH3:19]>CO>[OH:17][CH:16]([NH2:19])[CH2:15][CH:14]([C:11]1[CH:12]=[CH:13][C:8]([C:5]2[CH:4]=[CH:3][C:2]([F:1])=[CH:7][CH:6]=2)=[CH:9][CH:10]=1)[CH3:18]. Reported procedure: A mixture of 24.2 g of 3-(4'-fluoro-4-biphenylyl)butanal [obtainable by oxidation of 3-(4'-fluoro-4-biphenylyl)-butanol with CrO3 ], 40 g of liquid ammonia and 400 ml of methanol is heated at 100° for 12 hours. In the course thereof, 1-hydroxy-3-(4'-fluoro-4-biphenylyl)butylamine and 3-(4'-fluoro-4-biphenylyl)-butylidene-imine, which are not isolated, are probably formed as intermediate products. 30 g of Raney nickel are then added and the mixture is hydrogenated for about 20 hours at 100 m and ... Starting materials: C1(=CC=CC=C1)OC(=O)Cl (phenylchloroformate), FC1=C(C(=O)C2CCN(CC2)C)C=CC=C1 (4-(2-fluorobenzoyl)-1-methyl piperidine). Run in C1(=CC=CC=C1)C (toluene). Yields the product O(C1=CC=CC=C1)C(=O)N1CCC(CC1)C(C1=C(C=CC=C1)F)=O (1-phenoxycarbonyl-4-(2-fluorobenzoyl)piperidine). Reaction SMILES: [C:1]1([O:7][C:8](Cl)=[O:9])[CH:6]=[CH:5][CH:4]=[CH:3][CH:2]=1.[F:11][C:12]1[CH:26]=[CH:25][CH:24]=[CH:23][C:13]=1[C:14]([CH:16]1[CH2:21][CH2:20][N:19](C)[CH2:18][CH2:17]1)=[O:15]>C1(C)C=CC=CC=1>[O:7]([C:8]([N:19]1[CH2:20][CH2:21][CH:16]([C:14](=[O:15])[C:13]2[CH:23]=[CH:24][CH:25]=[CH:26][C:12]=2[F:11])[CH2:17][CH2:18]1)=[O:9])[C:1]1[CH:6]=[CH:5][CH:4]=[CH:3][CH:2]=1. Procedure details: 47.0 g of phenylchloroformate are added to a stirring solution of 57.5 g of 4-(2-fluorobenzoyl)-1-methyl piperidine in 750 ml of toluene. The reaction mixture is refluxed for 5 hours, cooled to ambient temperature. filtered, and the solvent is removed leaving a light colored oil. The oil is triturated with hexane to give crystalline material which is recrystallized twice from an ethanol-water mixture and once from ethanol to give the compound, mp 95°-96° C., 1-phenoxycarbonyl-4-(2-fluorobenzoyl)... Starting materials: CC(C)(C)OC(=O)N1CCC(Nc2ncc3c(-c4ccnc(NCc5cccc(Cl)c5)n4)n[nH]c3n2)CC1, CCO, Cl. The product is Clc1cccc(CNc2nccc(-c3n[nH]c4nc(NC5CCNCC5)ncc34)n2)c1. Reaction SMILES: [C:1]([O:2][C:3](=[O:4])[N:8]1[CH2:9][CH2:10][CH:11]([NH:14][c:15]2[n:16][cH:17][c:18]3[c:19]([n:20]2)[nH:21][n:22][c:23]3-[c:24]2[n:25][c:26]([NH:30][CH2:31][c:32]3[cH:33][c:34]([Cl:38])[cH:35][cH:36][cH:37]3)[n:27][cH:28][cH:29]2)[CH2:12][CH2:13]1)([CH3:5])([CH3:6])[CH3:7].[CH3:40][CH2:41][OH:42].[ClH:39]>>[NH:8]1[CH2:9][CH2:10][CH:11]([NH:14][c:15]2[n:16][cH:17][c:18]3[c:19]([n:20]2)[nH:21][n:22][c:23]3-[c:24]2[n:25][c:26]([NH:30][CH2:31][c:32]3[cH:33][c:34]([Cl:38])[cH:35][cH:36][cH:37]3)[n:27][cH:28][cH:29]2)[CH2:12][CH2:13]1. Starting materials: C(C)(=O)O (acetic acid), [Na] (Sodium), CO (methanol), C(C1CO1)OCCCCCC(C)C (isooctyl glycidyl ether). The product is C(CCCCC(C)C)OCC(O)COC (1-isooctyl-3-methyl glycerol). RXN SMILES: [Na].CO.[CH2:4]([O:8][CH2:9][CH2:10][CH2:11][CH2:12][CH2:13][CH:14]([CH3:16])[CH3:15])[CH:5]1[O:7][CH2:6]1.[C:17](O)(=[O:19])C>>[CH2:9]([O:8][CH2:4][CH:5]([CH2:6][O:19][CH3:17])[OH:7])[CH2:10][CH2:11][CH2:12][CH2:13][CH:14]([CH3:16])[CH3:15] |^1:0|. Procedure: Sodium metal (2.3 g; 0.1 mole) is dissolved in methanol (160 g; 5 moles). The solution is heated to reflux and treated dropwise over 2 hours with isooctyl glycidyl ether (186 g; 1 mole). After complete addition, the reaction mixture is maintained under reflux conditions for a further 6 hours. After cooling to ambient temperature, the reaction mixture is treated with acetic acid (5.8 g; 0.1 mole) and then the excess solvent is removed under vacuum. The oily residue is treated with water (250 ml) ...